Dataset: the Open Reaction Database (ORD), a public repository of structured organic reaction records. Task: describe an organic reaction: reactants, conditions, products, and yield Reactants: CO, O=[N+]([O-])c1cc(Oc2ccnc3[nH]ccc23)ccc1O. Product: Nc1cc(Oc2ccnc3[nH]ccc23)ccc1O. Reaction SMILES: [CH3:21][OH:22].[N+:1]([O-:2])(=[O:3])[c:4]1[c:5]([OH:20])[cH:6][cH:7][c:8]([O:10][c:11]2[c:12]3[c:13]([n:14][cH:15][cH:16]2)[nH:17][cH:18][cH:19]3)[cH:9]1>>[NH2:1][c:4]1[c:5]([OH:20])[cH:6][cH:7][c:8]([O:10][c:11]2[c:12]3[c:13]([n:14][cH:15][cH:16]2)[nH:17][cH:18][cH:19]3)[cH:9]1. Starting materials: CC1CCC(CCC1)CC(=O)Cl (4-methylcycloheptaneacetyl chloride), C1(CCCCC1)C(=O)Cl (cyclohexanecarbonyl chloride), C(C)(C)(C)NCC(=O)C1=CC(=C(C=C1)OC(CC1CCC(CCC1)C)=O)OC(CC1CCC(CCC1)C)=O (3,4-bis(4-methylcycloheptaneacetoxy)phenyl tert-butylaminomethyl ketone). The product is CC1CCC(CCC1)CC(=O)OC=1C=C(C(CNC(C)(C)C)O)C=CC1OC(CC1CCC(CCC1)C)=O (3,4-bis(4-methylcycloheptaneacetoxy)-alpha-(tert-butylaminomethyl)benzyl alcohol). As a reaction SMILES: CC1CCCC(CC(Cl)=O)CC1.C1(C(Cl)=O)CCCCC1.[C:22]([NH:26][CH2:27][C:28]([C:30]1[CH:35]=[CH:34][C:33]([O:36][C:37](=[O:47])[CH2:38][CH:39]2[CH2:45][CH2:44][CH2:43][CH:42]([CH3:46])[CH2:41][CH2:40]2)=[C:32]([O:48][C:49](=[O:59])[CH2:50][CH:51]2[CH2:57][CH2:56][CH2:55][CH:54]([CH3:58])[CH2:53][CH2:52]2)[CH:31]=1)=[O:29])([CH3:25])([CH3:24])[CH3:23]>>[CH3:58][CH:54]1[CH2:55][CH2:56][CH2:57][CH:51]([CH2:50][C:49]([O:48][C:32]2[CH:31]=[C:30]([CH:35]=[CH:34][C:33]=2[O:36][C:37](=[O:47])[CH2:38][CH:39]2[CH2:45][CH2:44][CH2:43][CH:42]([CH3:46])[CH2:41][CH2:40]2)[CH:28]([OH:29])[CH2:27][NH:26][C:22]([CH3:25])([CH3:23])[CH3:24])=[O:59])[CH2:52][CH2:53]1. Reported procedure: When 4-methylcycloheptaneacetyl chloride is substituted for the cyclohexanecarbonyl chloride in the procedure described in Example 15A above, the acylation product obtained is 3,4-bis(4-methylcycloheptaneacetoxy)phenyl tert-butylaminomethyl ketone; and when this product is catalytically hydrogenated using the procedure described in Example 15B above, there is obtained 3,4-bis(4-methylcycloheptaneacetoxy)-alpha-(tert-butylaminomethyl)benzyl alcohol. Starting materials: FS(=O)(=O)C(C(=O)O)(F)F (2-(Fluorosulphonyl)difluoroacetic acid), OC[C@@H](CCC(C)C)N1[C@@H](C[C@@H](CC1)CC(=O)O)C1=CC=C(C=C1)C(F)(F)F ({(2S,4R)-1-[(1R)-1-(hydroxymethyl)-4-methylpentyl]-2-[4-(trifluoromethyl)phenyl]piperidin-4-yl}acetic acid), [O-]S(=O)(=O)[O-].[Na+].[Na+] (Na2SO4), CC#N (CH3CN). Reaction conditions: temperature 50 celsius, time 2 hour. The product is FC(OC[C@@H](CCC(C)C)N1[C@@H](C[C@@H](CC1)CC(=O)OC)C1=CC=C(C=C1)C(F)(F)F)F (Methyl {(2S,4R)-1-{(1R)-1-[(difluoromethoxy)methyl]-4-methylpentyl}-2-[4-(trifluoromethyl)phenyl]piperidin-4-yl}acetate). As a reaction SMILES: FS([C:5]([F:10])([F:9])C(O)=O)(=O)=O.[OH:11][CH2:12][C@H:13]([N:19]1[CH2:24][CH2:23][C@@H:22]([CH2:25][C:26]([OH:28])=[O:27])[CH2:21][C@H:20]1[C:29]1[CH:34]=[CH:33][C:32]([C:35]([F:38])([F:37])[F:36])=[CH:31][CH:30]=1)[CH2:14][CH2:15][CH:16]([CH3:18])[CH3:17].[O-]S([O-])(=O)=O.[Na+].[Na+].[CH3:46]C#N>>[F:9][CH:5]([F:10])[O:11][CH2:12][C@H:13]([N:19]1[CH2:24][CH2:23][C@@H:22]([CH2:25][C:26]([O:28][CH3:46])=[O:27])[CH2:21][C@H:20]1[C:29]1[CH:34]=[CH:33][C:32]([C:35]([F:38])([F:36])[F:37])=[CH:31][CH:30]=1)[CH2:14][CH2:15][CH:16]([CH3:17])[CH3:18] |f:2.3.4|. Procedure: 2-(Fluorosulphonyl)difluoroacetic acid (0.040 ml, 0.385 mmol) was added to a stirred solution/suspension of methyl {(2S,4R)-1-[(1R)-1-(hydroxymethyl)-4-methylpentyl]-2-[4-(trifluoromethyl)phenyl]piperidin-4-yl}acetate (Example 29, Step 1, 160 mg, 0.385 mmol) and Na2SO4 (11 mg, 0.077 mmol) in dry CH3CN (1 ml) at RT under N2. The reaction was then stirred and heated at 50° C. After 2 hours, the reaction was allowed to cool to RT, then partitioned between DCM/H2O. The aqueous layer was extracted wi... Starting materials: amine, C(C)N(C1=CC=C(C=NNC(C2=CC=C(C=C2)OC)=O)C=C1)CC (4-methoxy-benzoic acid (4-diethylamino-benzylidene)-hydrazide), BrCC1=CC=C(C=C1)C (α-bromo-p-xylene), C(C)N(C1=CC=C(C=NNC(C2=CC=C(C=C2)OC)=O)C=C1)CC (4-methoxy-benzoic acid (4-diethylamino-benzylidene)-hydrazide), CCN(CC)C1=CC=C(C=C1)/C=N/NC(=O)C2=CC=C(C=C2)O (DY131). Product: C(C)N(C1=CC=C(C=NN(C(C2=CC=C(C=C2)OC)=O)CC2=CC=C(C=C2)C)C=C1)CC (4-methoxy-benzoic acid N′-(4-diethylamino-benzylidene)-N-(4-methyl-benzyl)-hydrazide). As a reaction SMILES: [CH2:1]([N:3]([CH2:23][CH3:24])[C:4]1[CH:22]=[CH:21][C:7]([CH:8]=[N:9][NH:10][C:11](=[O:20])[C:12]2[CH:17]=[CH:16][C:15]([O:18][CH3:19])=[CH:14][CH:13]=2)=[CH:6][CH:5]=1)[CH3:2].CCN(C1C=CC(/C=N/NC(C2C=CC(O)=CC=2)=O)=CC=1)CC.Br[CH2:49][C:50]1[CH:55]=[CH:54][C:53]([CH3:56])=[CH:52][CH:51]=1>>[CH2:23]([N:3]([CH2:1][CH3:2])[C:4]1[CH:5]=[CH:6][C:7]([CH:8]=[N:9][N:10]([CH2:49][C:50]2[CH:55]=[CH:54][C:53]([CH3:56])=[CH:52][CH:51]=2)[C:11](=[O:20])[C:12]2[CH:17]=[CH:16][C:15]([O:18][CH3:19])=[CH:14][CH:13]=2)=[CH:21][CH:22]=1)[CH3:24]. Procedure details: Referring to FIG. 2, thus, a two-step procedure was explored whereby the amine of compound 1 was protected prior to conversion to compound 3. Specifically, the amino group of compound 1 was protected by reacting with α-bromo-p-xylene to give 4-methoxy-benzoic acid N′-(4-diethylamino-benzylidene)-N-(4-methyl-benzyl)-hydrazide (compound 2). This was followed by the simultaneous demethylation and deprotection of the N-benzyl group of compound 2 by ether cleavage with boron tribromide. This produced...